This data is from the Open Reaction Database (ORD), a public repository of structured organic reaction records. The task is: describe an organic reaction: reactants, conditions, products, and yield The reactants are C(C)N1C[C@@H](CC1)CC#N (2-((S)-1-ethylpyrrolidin-3-yl)acetonitrile), C(C)N1C[C@@H](CC1)CC#N (2-((S)-1-ethylpyrrolidin-3-yl)acetonitrile), [H-].[Al+3].[Li+].[H-].[H-].[H-] (Lithium aluminium hydride), O (Water), [OH-].[Na+] (sodium hydroxide), O (water). Solvent: C1CCOC1 (THF). Run at time 4 hour. Yields the product C(C)N1C[C@@H](CC1)CCN (2-((R)-1-ethylpyrrolidin-3-yl)ethylamine). Yield: 51.1%. Reaction SMILES: [H-].[Al+3].[Li+].[H-].[H-].[H-].[CH2:7]([N:9]1[CH2:13][CH2:12][C@@H:11]([CH2:14][C:15]#[N:16])[CH2:10]1)[CH3:8].O.[OH-].[Na+]>C1COCC1>[CH2:7]([N:9]1[CH2:13][CH2:12][C@@H:11]([CH2:14][CH2:15][NH2:16])[CH2:10]1)[CH3:8] |f:0.1.2.3.4.5,8.9|. Reported procedure: Lithium aluminium hydride (1.0 g) was added in portions to a stirred, cooled solution of 2-((S)-1-ethylpyrrolidin-3-yl)acetonitrile (Intermediate 204, 3.8 g) in THF (20 mL) at 0° C. On completion of the addition, the mixture was stirred at room temperature for 4 hours. Water was added cautiously, followed by addition of 15% aqueous sodium hydroxide solution and more water. The solid was filtered off and the filtrate was evaporated to dryness. The residue was dissolved in DCM, dried (Na2SO4) and ... Reactants: CC(CC)OC(C1=CC=C(C=C1)OC(=O)OCC1=CC=CC=C1)=O (4-carbobenzoxyoxybenzoic acid 1-methylpropyl ester), [H][H] (hydrogen). Reagents/catalysts: [C].[Pd] (palladium carbon), [C].[Pd] (palladium carbon). The solvent is C(C)(=O)OCC (ethyl acetate). Yields the product CC(CC)OC(C1=CC=C(C=C1)O)=O (4-hydroxybenzoic acid 1-methylpropyl ester). Isolated yield 92.7%. RXN SMILES: [CH3:1][CH:2]([O:5][C:6](=[O:24])[C:7]1[CH:12]=[CH:11][C:10]([O:13]C(OCC2C=CC=CC=2)=O)=[CH:9][CH:8]=1)[CH2:3][CH3:4].[H][H]>C(OCC)(=O)C.[C].[Pd]>[CH3:1][CH:2]([O:5][C:6](=[O:24])[C:7]1[CH:8]=[CH:9][C:10]([OH:13])=[CH:11][CH:12]=1)[CH2:3][CH3:4] |f:3.4|. Procedure details: A solution of 10 m moles(3.1 g) of the above 4-carbobenzoxyoxybenzoic acid 1-methylpropyl ester and 0.5 g of palladium carbon (5% catalyst) in 40 ml of ethyl acetate was reacted for four hours in an atmosphere of hydrogen gas. After the reaction, palladium carbon was filtered out using a membrane filter, and the filtrate was concentrated, then purified by column chromatography to obtain 1.7 g of 4-hydroxybenzoic acid 1-methylpropyl ester. (yield: 86%) The product is ClCc1ccc2c(c1)CCO2. Reactants: CS(=O)(=O)Cl, ClCCl, OCc1ccc2c(c1)CCO2. As a reaction SMILES: [CH3:12][S:13]([Cl:14])(=[O:15])=[O:16].[Cl:17][CH2:18][Cl:19].[O:1]1[c:2]2[c:3]([cH:6][c:7]([CH2:10][OH:11])[cH:8][cH:9]2)[CH2:4][CH2:5]1>>[O:1]1[c:2]2[c:3]([cH:6][c:7]([CH2:10][Cl:14])[cH:8][cH:9]2)[CH2:4][CH2:5]1. The reactants are O=C1CCCC(=O)C1, Cc1ccccc1, CC(C)OC(C)C, OCc1ccccc1. Yields the product O=C1C=C(OCc2ccccc2)CCC1. RXN SMILES: [C:1]1(=[O:8])[CH2:2][C:3](=[O:7])[CH2:4][CH2:5][CH2:6]1.[CH3:9][c:10]1[cH:11][cH:12][cH:13][cH:14][cH:15]1.[CH:24]([O:25][CH:26]([CH3:27])[CH3:28])([CH3:29])[CH3:30].[OH:16][CH2:17][c:18]1[cH:19][cH:20][cH:21][cH:22][cH:23]1>>[C:1]1(=[O:8])[CH:2]=[C:3]([O:7][CH2:9][c:10]2[cH:11][cH:12][cH:13][cH:14][cH:15]2)[CH2:4][CH2:5][CH2:6]1. Reaction SMILES: [Cl:1][C:2]1[CH:7]=[C:6]([CH2:8][NH:9][C:10]([NH2:26])=[N:11][C:12](=[O:25])[CH2:13][C:14]2[C:22]3[C:17](=[CH:18][CH:19]=[C:20](OC)[CH:21]=3)[NH:16][CH:15]=2)[CH:5]=[C:4]([Cl:27])[C:3]=1[NH:28][C:29](=[O:31])[CH3:30].[CH2:32]([O:39]C1C=C2C(C(CC(O)=O)=CN2)=CC=1)[C:33]1[CH:38]=[CH:37][CH:36]=[CH:35][CH:34]=1.C(NC1C(Cl)=CC(CN)=CC=1Cl)(=O)C>>[CH2:32]([O:39][C:19]1[CH:18]=[C:17]2[C:22]([C:14]([CH2:13][C:12]([N:11]=[C:10]([NH2:26])[NH:9][CH2:8][C:6]3[CH:7]=[C:2]([Cl:1])[C:3]([NH:28][C:29](=[O:31])[CH3:30])=[C:4]([Cl:27])[CH:5]=3)=[O:25])=[CH:15][NH:16]2)=[CH:21][CH:20]=1)[C:33]1[CH:38]=[CH:37][CH:36]=[CH:35][CH:34]=1. The reactants are ClC1=C(C(=CC(=C1)CNC(=NC(CC1=CNC2=CC=C(C=C12)OC)=O)N)Cl)NC(C)=O (N-(2,6-Dichloro-4-{N′-[2-(5-methoxy-1H-indol-3-yl)-acetyl]-guanidinomethyl}-phenyl)-acetamide), C(C)(=O)NC1=C(C=C(CN)C=C1Cl)Cl (4-acetamido-3,5-dichloro-benzylamine), ( B ), C(C1=CC=CC=C1)OC1=CC=C2C(=CNC2=C1)CC(=O)O (2-(6-benzyloxy-1H-indol-3-yl)acetic acid), ( A ), 538.07. Reported procedure: In a manner similar to that used in the preparation of the compound of example 2, but using 2-(6-benzyloxy-1H-indol-3-yl)acetic acid in step 15 (A) and 4-acetamido-3,5-dichloro-benzylamine (preparation B) in step 15 (B), the title compound was prepared. MS (ESI) (M+H)+=538.07 1H-NMR(500 MHz, CD3OD) δ 7.34-7.50 (m, 7 H), 7.24-7.34 (m, 1 H), 7.17 (s, 1 H), 7.00 (d, J=2.14 Hz, 1 H), 6.83 (dd, J=8.70, 2.29 Hz, 1 H), 5.10 (s, 2 H), 4.50 (s, 2 H), 3.92 (s, 2 H), 2.19 (s, 3 H). Yields the product C(C1=CC=CC=C1)OC1=CC=C2C(=CNC2=C1)CC(=O)N=C(NCC1=CC(=C(C(=C1)Cl)NC(C)=O)Cl)N (N-(4-{N′-[2-(6-Benzyloxy-1H-indol-3-yl)-acetyl]-guanidinomethyl}-2,6-dichloro-phenyl)-acetamide). Reactants: COc1c(C=O)c(C)nn1C, CO, CC(C)=O, CC(=O)O, [K+], O=[Mn](=O)(=O)[O-], [NH4+], [OH-], O. Yields the product COc1c(C(=O)O)c(C)nn1C. Reaction SMILES: [CH3:1][n:2]1[n:3][c:4]([CH3:11])[c:5]([CH:9]=[O:10])[c:6]1[O:7][CH3:8].[CH3:21][OH:22].[CH3:23][C:24](=[O:25])[CH3:26].[CH3:27][C:28](=[O:29])[OH:30].[K+:18].[Mn:13](=[O:14])([O-:15])(=[O:16])=[O:17].[NH4+:19].[OH-:20].[OH2:12]>>[CH3:1][n:2]1[n:3][c:4]([CH3:11])[c:5]([C:9](=[O:10])[OH:14])[c:6]1[O:7][CH3:8].